From a dataset of the Open Reaction Database (ORD), a public repository of structured organic reaction records. describe an organic reaction: reactants, conditions, products, and yield Procedure details: 10-Bromo-3-iodo-5,6-dihydroimidazo[1,2-d][1,4]benzoxazepine-2-carboxamide (0.1 g) was reacted with 1-methyl-4-(4,4,5,5-tetramethyl-1,3,2-dioxaborolan-2-yl)pyrazole similar to as described in Example 4 and triturated from water to give 90 mg of 10-bromo-3-(1-methylpyrazol-4-yl)-5,6-dihydroimidazo[1,2-d][1,4]benzoxazepine-2-carboxamide. This intermediate was reacted with 2-Methyl-3-butyne-ol similar to as described in Procedure E to afford 13.2 mg of 10-(3-hydroxy-3-methyl-but-1-ynyl)-3-(1-methylp... Product: BrC=1C=CC2=C(C=3N(CCO2)C(=C(N3)C(=O)N)C=3C=NN(C3)C)C1 (10-bromo-3-(1-methylpyrazol-4-yl)-5,6-dihydroimidazo[1,2-d][1,4]benzoxazepine-2-carboxamide). RXN SMILES: [Br:1][C:2]1[CH:3]=[CH:4][C:5]2[O:11][CH2:10][CH2:9][N:8]3[C:12](I)=[C:13]([C:15]([NH2:17])=[O:16])[N:14]=[C:7]3[C:6]=2[CH:19]=1.[CH3:20][N:21]1[CH:25]=[C:24](B2OC(C)(C)C(C)(C)O2)[CH:23]=[N:22]1>>[Br:1][C:2]1[CH:3]=[CH:4][C:5]2[O:11][CH2:10][CH2:9][N:8]3[C:12]([C:24]4[CH:23]=[N:22][N:21]([CH3:20])[CH:25]=4)=[C:13]([C:15]([NH2:17])=[O:16])[N:14]=[C:7]3[C:6]=2[CH:19]=1. Starting materials: BrC=1C=CC2=C(C=3N(CCO2)C(=C(N3)C(=O)N)I)C1 (10-Bromo-3-iodo-5,6-dihydroimidazo[1,2-d][1,4]benzoxazepine-2-carboxamide), CN1N=CC(=C1)B1OC(C(O1)(C)C)(C)C (1-methyl-4-(4,4,5,5-tetramethyl-1,3,2-dioxaborolan-2-yl)pyrazole). The reactants are CC(C)c1cc(C(=O)N2Cc3ccc(O)cc3C2)c(OCc2ccccc2)cc1OCc1ccccc1, CN(C)CCCl, CCOC(C)=O, Cl, [K+], [K+], O=C([O-])[O-], CN(C)C=O. Product: CC(C)c1cc(C(=O)N2Cc3ccc(OCCN(C)C)cc3C2)c(OCc2ccccc2)cc1OCc1ccccc1. As a reaction SMILES: [CH2:1]([c:2]1[cH:3][cH:4][cH:5][cH:6][cH:7]1)[O:8][c:9]1[c:10]([C:26](=[O:27])[N:28]2[CH2:29][c:30]3[cH:31][cH:32][c:33]([OH:37])[cH:34][c:35]3[CH2:36]2)[cH:11][c:12]([CH:23]([CH3:24])[CH3:25])[c:13]([O:15][CH2:16][c:17]2[cH:18][cH:19][cH:20][cH:21][cH:22]2)[cH:14]1.[CH3:38][N:39]([CH2:40][CH2:41][Cl:42])[CH3:43].[CH3:51][CH2:52][O:53][C:54]([CH3:55])=[O:56].[ClH:44].[K+:45].[K+:46].[O-:47][C:48]([O-:49])=[O:50].[O:57]=[CH:58][N:59]([CH3:60])[CH3:61]>>[CH2:1]([c:2]1[cH:3][cH:4][cH:5][cH:6][cH:7]1)[O:8][c:9]1[c:10]([C:26](=[O:27])[N:28]2[CH2:29][c:30]3[cH:31][cH:32][c:33]([O:37][CH2:41][CH2:40][N:39]([CH3:38])[CH3:43])[cH:34][c:35]3[CH2:36]2)[cH:11][c:12]([CH:23]([CH3:24])[CH3:25])[c:13]([O:15][CH2:16][c:17]2[cH:18][cH:19][cH:20][cH:21][cH:22]2)[cH:14]1.